From a dataset of the Open Reaction Database (ORD), a public repository of structured organic reaction records. describe an organic reaction: reactants, conditions, products, and yield Reactants: C(O)([O-])=O.[Na+] (sodium hydrogencarbonate), O=C(CCCl)C=1C=C2CCC(NC2=CC1)=O (6-(1-oxo-3-chloropropyl)-3,4-dihydrocarbostyril), [I-].[Na+] (sodium iodide), C1(=CC=CC=C1)N1CCNCC1 (4-phenylpiperazine), DBU. The solvent is C(C)(C)O (isopropanol). Reaction conditions: time 2 hour. The product is O=C(CCN1CCN(CC1)C1=CC=CC=C1)C=1C=C2CCC(NC2=CC1)=O (6-[1-oxo-3-(4-phenylpiperazinyl)-propyl]-3,4-dihydrocarbostyril). RXN SMILES: [O:1]=[C:2]([C:6]1[CH:7]=[C:8]2[C:13](=[CH:14][CH:15]=1)[NH:12][C:11](=[O:16])[CH2:10][CH2:9]2)[CH2:3][CH2:4]Cl.[I-].[Na+].[C:19]1([N:25]2[CH2:30][CH2:29][NH:28][CH2:27][CH2:26]2)[CH:24]=[CH:23][CH:22]=[CH:21][CH:20]=1.C(=O)([O-])O.[Na+]>C(O)(C)C>[O:1]=[C:2]([C:6]1[CH:7]=[C:8]2[C:13](=[CH:14][CH:15]=1)[NH:12][C:11](=[O:16])[CH2:10][CH2:9]2)[CH2:3][CH2:4][N:28]1[CH2:29][CH2:30][N:25]([C:19]2[CH:24]=[CH:23][CH:22]=[CH:21][CH:20]=2)[CH2:26][CH2:27]1 |f:1.2,4.5|. Procedure: 2.4 Grams of 6-(1-oxo-3-chloropropyl)-3,4-dihydrocarbostyril and 1.6 g of sodium iodide were mixed with 60 ml of isopropanol and the mixture was stirred at 40°-50° C. for 2 hours. Then to this reaction mixture were added 2.0 g of 4-phenylpiperazine and 3.0 g of DBU (1,5-diazabicyclo[5,4,0] undecane-5) and refluxed by heating for 6 hours. Then the reaction mixture was poured into 100 ml of 5%-sodium hydrogencarbonate solution and stirred at a room temperature for 1 hour. The insoluble matters wer...